Dataset: the Open Reaction Database (ORD), a public repository of structured organic reaction records. Task: describe an organic reaction: reactants, conditions, products, and yield Reactants: COc1ccc(CSC2CC(C(=O)O)N(C(=O)OC(C)(C)C)C2)cc1, CCOC(C)=O, Cl, O=C(OCc1ccc([N+](=O)[O-])cc1)N1CCNCC1. Product: COc1ccc(CSC2CC(C(=O)N3CCN(C(=O)OCc4ccc([N+](=O)[O-])cc4)CC3)N(C(=O)OC(C)(C)C)C2)cc1. Reaction SMILES: [C:1]([CH3:2])([CH3:3])([CH3:4])[O:5][C:6](=[O:7])[N:8]1[CH:9]([C:23](=[O:24])[OH:25])[CH2:10][CH:11]([S:13][CH2:14][c:15]2[cH:16][cH:17][c:18]([O:21][CH3:22])[cH:19][cH:20]2)[CH2:12]1.[CH3:46][CH2:47][O:48][C:49](=[O:50])[CH3:51].[ClH:45].[N+:26](=[O:27])([O-:28])[c:29]1[cH:30][cH:31][c:32]([CH2:33][O:34][C:35](=[O:36])[N:37]2[CH2:38][CH2:39][NH:40][CH2:41][CH2:42]2)[cH:43][cH:44]1>>[C:1]([CH3:2])([CH3:3])([CH3:4])[O:5][C:6](=[O:7])[N:8]1[CH:9]([C:23](=[O:24])[N:40]2[CH2:39][CH2:38][N:37]([C:35]([O:34][CH2:33][c:32]3[cH:31][cH:30][c:29]([N+:26](=[O:27])[O-:28])[cH:44][cH:43]3)=[O:36])[CH2:42][CH2:41]2)[CH2:10][CH:11]([S:13][CH2:14][c:15]2[cH:16][cH:17][c:18]([O:21][CH3:22])[cH:19][cH:20]2)[CH2:12]1. Reactants: N#Cc1cc(Cl)ccc1Br, CC1(C)OB(c2cc([N+](=O)[O-])ccc2F)OC1(C)C. Yields the product N#Cc1cc(Cl)ccc1-c1cc([N+](=O)[O-])ccc1F. As a reaction SMILES: [Br:1][c:2]1[c:3]([C:4]#[N:5])[cH:6][c:7]([Cl:10])[cH:8][cH:9]1.[F:11][c:12]1[c:13]([B:21]2[O:22][C:23]([CH3:24])([CH3:25])[C:26]([CH3:27])([CH3:28])[O:29]2)[cH:14][c:15]([N+:18](=[O:19])[O-:20])[cH:16][cH:17]1>>[c:2]1(-[c:13]2[c:12]([F:11])[cH:17][cH:16][c:15]([N+:18](=[O:19])[O-:20])[cH:14]2)[c:3]([C:4]#[N:5])[cH:6][c:7]([Cl:10])[cH:8][cH:9]1. Starting materials: S(=O)(=O)([O-])[O-].[Na+].[Na+] (sodium sulphate), C(C)[C@]12[C@H](CC[C@H]2[C@H]2[C@H](CC1)C=1CC=C(CC1CC2)OC)O (13β-ethyl-3-methoxy-gona-2,5(10)-dien-17β-ol), CC([O-])C.[Al+3].CC([O-])C.CC([O-])C (aluminium isopropoxide), C1(CCCCC1)=O (cyclohexanone). Solvent: O (water), C1(=CC=CC=C1)C (toluene). Reaction conditions: time 30 minute. Yields the product C(C)[C@]12C(CC[C@H]2[C@H]2[C@H](CC1)C=1CC=C(CC1CC2)OC)=O (13β-ethyl-3-methoxy-gona-2,5(10)-dien-17-one). As a reaction SMILES: [CH2:1]([C@:3]12[CH2:11][CH2:10][C@@H:9]3[C:12]4[CH2:13][CH:14]=[C:15]([O:20][CH3:21])[CH2:16][C:17]=4[CH2:18][CH2:19][C@H:8]3[C@@H:7]1[CH2:6][CH2:5][C@@H:4]2[OH:22])[CH3:2].CC(C)[O-].[Al+3].CC(C)[O-].CC(C)[O-].C1(=O)CCCCC1.S([O-])([O-])(=O)=O.[Na+].[Na+]>O.C1(C)C=CC=CC=1>[CH2:1]([C@:3]12[CH2:11][CH2:10][C@@H:9]3[C:12]4[CH2:13][CH:14]=[C:15]([O:20][CH3:21])[CH2:16][C:17]=4[CH2:18][CH2:19][C@H:8]3[C@@H:7]1[CH2:6][CH2:5][C:4]2=[O:22])[CH3:2] |f:1.2.3.4,6.7.8|. Procedure details: Reflux a mixture of 13β-ethyl-3-methoxy-gona-2,5(10)-dien-17β-ol (0.8 g.), aluminium isopropoxide (0.36 g.), toluene (26 cc.) and cyclohexanone (8 cc.) under nitrogen for 3 hours. Allow the solution to cool under nitrogen, add water (5 cc.) and shake the mixture vigorously. Add anhydrous sodium sulphate (5 g.), shake the mixture again, and then allow to stand for 30 minutes. Filter the solution, combine the filtrate with ether-washings of the residue, and evaporate, first at 30°/20 mm., then at ... The reactants are C(C)OC(OC1=C(C=C(C(=C1)[N+](=O)[O-])F)Cl)=O (Carbonic acid 2-chloro-4-fluoro-5-nitro-phenyl ester ethyl ester), C([O-])(O)=O.[Na+] (sodium bicarbonate). The solvent is CO (methanol), O (water). Conditions: time 16 hour. The product is ClC1=C(C=C(C(=C1)F)[N+](=O)[O-])O (2-Chloro-4-fluoro-5-nitro-phenol). The yield is 98.1%. As a reaction SMILES: C(OC(=O)[O:5][C:6]1[CH:11]=[C:10]([N+:12]([O-:14])=[O:13])[C:9]([F:15])=[CH:8][C:7]=1[Cl:16])C.C(=O)(O)[O-].[Na+]>CO.O>[Cl:16][C:7]1[CH:8]=[C:9]([F:15])[C:10]([N+:12]([O-:14])=[O:13])=[CH:11][C:6]=1[OH:5] |f:1.2|. Procedure: To a solution of the product from Example 73B (0.87 g, 3.30 mmol) in methanol (20 mL) and water (1 mL) was added sodium bicarbonate (2.22 g, 26.4 mmol) and the mixture stirred at room temperature for 16 hours. The methanol was then removed under vacuum, dichloromethane (20 mL) was added to the mixture, the organic solution was washed with brine (50 mL), dried over anhydrous magnesium sulfate, filtered, and concentrated under vacuum to provide the title product (0.62 g, 98%). The reactants are C[Si](C)(C)[N-][Si](C)(C)C, CO, Nc1cc(Cl)nc(N)n1, Oc1ccc(-c2nnc(Nc3cccc(C(F)(F)F)c3)o2)cc1, [K+], [K+], [K+], O=C([O-])[O-], CN(C)C=O. Product: Nc1cc(Oc2ccc(-c3nnc(Nc4cccc(C(F)(F)F)c4)o3)cc2)nc(N)n1. RXN SMILES: [CH3:24][Si:25]([N-:26][Si:27]([CH3:28])([CH3:29])[CH3:30])([CH3:31])[CH3:32].[CH3:54][OH:55].[Cl:34][c:35]1[cH:36][c:37]([NH2:42])[n:38][c:39]([NH2:41])[n:40]1.[F:1][C:2]([c:3]1[cH:4][c:5]([NH:9][c:10]2[n:11][n:12][c:13](-[c:15]3[cH:16][cH:17][c:18]([OH:21])[cH:19][cH:20]3)[o:14]2)[cH:6][cH:7][cH:8]1)([F:22])[F:23].[K+:33].[K+:43].[K+:44].[O-:45][C:46]([O-:47])=[O:48].[O:49]=[CH:50][N:51]([CH3:52])[CH3:53]>>[F:1][C:2]([c:3]1[cH:4][c:5]([NH:9][c:10]2[n:11][n:12][c:13](-[c:15]3[cH:16][cH:17][c:18]([O:21][c:35]4[cH:36][c:37]([NH2:42])[n:38][c:39]([NH2:41])[n:40]4)[cH:19][cH:20]3)[o:14]2)[cH:6][cH:7][cH:8]1)([F:22])[F:23]. Reactants: CCOC(=O)CCCCCCC(CCCC(O)COc1ccc(F)cc1)C(C)=O, CO, [Na+], [OH-], O. Product: CC(=O)C(CCCCCCC(=O)O)CCCC(O)COc1ccc(F)cc1. As a reaction SMILES: [C:1]([CH3:2])(=[O:3])[CH:4]([CH2:5][CH2:6][CH2:7][CH2:8][CH2:9][CH2:10][C:11](=[O:12])[O:13][CH2:14][CH3:15])[CH2:16][CH2:17][CH2:18][CH:19]([CH2:20][O:21][c:22]1[cH:23][cH:24][c:25]([F:28])[cH:26][cH:27]1)[OH:29].[CH3:33][OH:34].[Na+:31].[OH-:30].[OH2:32]>>[C:1]([CH3:2])(=[O:3])[CH:4]([CH2:5][CH2:6][CH2:7][CH2:8][CH2:9][CH2:10][C:11](=[O:12])[OH:13])[CH2:16][CH2:17][CH2:18][CH:19]([CH2:20][O:21][c:22]1[cH:23][cH:24][c:25]([F:28])[cH:26][cH:27]1)[OH:29]. Starting materials: O1CCOCC1 (dioxane), [OH-].[Na+] (sodium hydroxide), C(C)(C)N(C(=S)NC(C1=CC=CC=C1)=O)C1=CC2=C(C=C1)OCO2 (N-isopropyl-N-(3,4-methylenedioxyphenyl)-N'-benzoyl thiourea). The solvent is O (water). Conditions: temperature 15 celsius. Yields the product C(C)(C)N(C(=S)N)C1=CC2=C(C=C1)OCO2 (N-isopropyl-N-(3,4-methylenedioxyphenyl)-thiourea). RXN SMILES: O1CCOCC1.[OH-].[Na+].[CH:9]([N:12]([C:24]1[CH:29]=[CH:28][C:27]2[O:30][CH2:31][O:32][C:26]=2[CH:25]=1)[C:13]([NH:15]C(=O)C1C=CC=CC=1)=[S:14])([CH3:11])[CH3:10]>O>[CH:9]([N:12]([C:24]1[CH:29]=[CH:28][C:27]2[O:30][CH2:31][O:32][C:26]=2[CH:25]=1)[C:13]([NH2:15])=[S:14])([CH3:11])[CH3:10] |f:1.2|. Procedure: To a stirred solution consisting of 45 ml. of dioxane and 200 ml. of water is added 27 grams of sodium hydroxide and the whole stirred until complete solution takes place. To this solution is added 17 grams of N-isopropyl-N-(3,4-methylenedioxyphenyl)-N'-benzoyl thiourea. The resulting mixture is heated to reflux for 48 hours and then cooled to 15°C. The resulting white solid is crystallized from benzene to obtain N-isopropyl-N-(3,4-methylenedioxyphenyl)-thiourea melting at 149°-151°C. Run in CO (methanol). Yields the product O[C@@H](CC(=O)O)CCCCCCCCCCC ((R)-3-hydroxytetradecanoic acid). Procedure: Under nitrogen and while stirring there were added dropwise to a solution of 129.2 g of methyl (R)-3-hydroxytetradecanoate, 1033 ml of dioxan and 122.9 g of 28 percent sodium hydroxide solution. 77.5 ml of methanol were added dropwise to the solution. After stirring for a further 1.5 hours the resulting suspension was filtered and the filter cake was washed with 1000 ml of dioxan and filtered off. The filter cake was adjusted to pH 0 by the addition of 650 ml of 1.5N hydrochloric acid. The suspe... Yield: 97.9%. RXN SMILES: [OH:1][C@H:2]([CH2:8][CH2:9][CH2:10][CH2:11][CH2:12][CH2:13][CH2:14][CH2:15][CH2:16][CH2:17][CH3:18])[CH2:3][C:4]([O:6]C)=[O:5].O1CCOCC1.[OH-].[Na+]>CO>[OH:1][C@H:2]([CH2:8][CH2:9][CH2:10][CH2:11][CH2:12][CH2:13][CH2:14][CH2:15][CH2:16][CH2:17][CH3:18])[CH2:3][C:4]([OH:6])=[O:5] |f:2.3|. The reactants are O[C@@H](CC(=O)OC)CCCCCCCCCCC (methyl (R)-3-hydroxytetradecanoate), O1CCOCC1 (dioxan), [OH-].[Na+] (sodium hydroxide).